This data is from the Open Reaction Database (ORD), a public repository of structured organic reaction records. The task is: describe an organic reaction: reactants, conditions, products, and yield RXN SMILES: [CH3:1][c:2]1[c:3]([CH:17]=[CH:18][c:19]2[cH:20][cH:21][c:22]([CH:23]=[O:24])[cH:25][cH:26]2)[n:4][c:5](-[c:7]2[cH:8][c:9]3[cH:10][cH:11][cH:12][cH:13][c:14]3[cH:15][cH:16]2)[o:6]1.[CH3:27][CH2:28][O:29][C:30](=[O:31])[CH2:32][P:33]([O:34][CH2:35][CH3:36])([O:37][CH2:38][CH3:39])=[O:40].[CH3:41][N:42]([CH3:43])[CH:44]=[O:45].[H-:46].[Na+:47].[OH2:48]>>[CH3:1][c:2]1[c:3]([CH:17]=[CH:18][c:19]2[cH:20][cH:21][c:22]([CH:23]=[CH:32][C:30]([O:29][CH2:28][CH3:27])=[O:31])[cH:25][cH:26]2)[n:4][c:5](-[c:7]2[cH:8][c:9]3[cH:10][cH:11][cH:12][cH:13][c:14]3[cH:15][cH:16]2)[o:6]1. The product is CCOC(=O)C=Cc1ccc(C=Cc2nc(-c3ccc4ccccc4c3)oc2C)cc1. Reactants: Cc1oc(-c2ccc3ccccc3c2)nc1C=Cc1ccc(C=O)cc1, CCOC(=O)CP(=O)(OCC)OCC, CN(C)C=O, [H-], [Na+], O. Reactants: C1(CCC1)N1CCN(CCC1)C(=O)C1CN(C1)C(=O)OCC1=CC=CC=C1 (benzyl 3-[(4-cyclobutyl-1,4-diazepan-1-yl)carbonyl]azetidine-1-carboxylate). Reagents/catalysts: [Pd] (Pd—C). The solvent is CCO (EtOH). Run at time 16 hour. The product is N1CC(C1)C(=O)N1CCN(CCC1)C1CCC1 (1-(azetidin-3-ylcarbonyl)-4-cyclobutyl-1,4-diazepane). Yield: 92.5%. As a reaction SMILES: [CH:1]1([N:5]2[CH2:11][CH2:10][CH2:9][N:8]([C:12]([CH:14]3[CH2:17][N:16](C(OCC4C=CC=CC=4)=O)[CH2:15]3)=[O:13])[CH2:7][CH2:6]2)[CH2:4][CH2:3][CH2:2]1>CCO.[Pd]>[NH:16]1[CH2:15][CH:14]([C:12]([N:8]2[CH2:9][CH2:10][CH2:11][N:5]([CH:1]3[CH2:4][CH2:3][CH2:2]3)[CH2:6][CH2:7]2)=[O:13])[CH2:17]1. Reported procedure: To a solution of benzyl 3-[(4-cyclobutyl-1,4-diazepan-1-yl)carbonyl]azetidine-1-carboxylate (420 mg, 1.13 mmol) in EtOH (10 ml) was added 5% Pd—C (42 mg, 10% wt/wt). The flask was evacuated and the vacuum purged with N2 gas. The flask was evacuated again and the vacuum purged with H2 gas. The reaction was complete after 16 h, as shown by 1H NMR. The suspension was filtered through Celite® with MeOH washings (3×5 ml), and the combined filtrate dried (MgSO4), filtered and concentrated at reduced p... Starting materials: NC1=CC=C(C=C1)N1N=C2C3=C(CCC2CC1=O)C=CC(=C3)Cl (2-(4-Aminophenyl)-9-chloro-4,4a,5,6-tetrahydrobenzo[h]cinnolin-3(2H)-one), Cl (hydrochloric acid), C([O-])([O-])=O.[Na+].[Na+] (sodium carbonate), cuprous cyanide, [C-]#N.[K+] (potassium cyanide), N(=O)[O-].[Na+] (sodium nitrite). Run in O (water). Reaction conditions: time 8 hour. The product is ClC1=CC2=C(CCC3CC(N(N=C23)C2=CC=C(C=C2)C#N)=O)C=C1 (9-chloro-2-(4-cyanophenyl)-4,4a,5,6-tetrahydrobenzo[h]cinnolin-3(2H)-one). RXN SMILES: N[C:2]1[CH:7]=[CH:6][C:5]([N:8]2[C:17](=[O:18])[CH2:16][CH:15]3[C:10]([C:11]4[CH:22]=[C:21]([Cl:23])[CH:20]=[CH:19][C:12]=4[CH2:13][CH2:14]3)=[N:9]2)=[CH:4][CH:3]=1.Cl.N([O-])=O.[Na+].C(=O)([O-])[O-].[Na+].[Na+].[C-:35]#[N:36].[K+]>O>[Cl:23][C:21]1[CH:20]=[CH:19][C:12]2[CH2:13][CH2:14][CH:15]3[C:10]([C:11]=2[CH:22]=1)=[N:9][N:8]([C:5]1[CH:6]=[CH:7][C:2]([C:35]#[N:36])=[CH:3][CH:4]=1)[C:17](=[O:18])[CH2:16]3 |f:2.3,4.5.6,7.8|. Reported procedure: 2-(4-Aminophenyl)-9-chloro-4,4a,5,6-tetrahydrobenzo[h]cinnolin-3(2H)-one is added to the mixture of water and concentrated hydrochloric acid which is cooled on an ice bath and then an aqueous solution of sodium nitrite is added dropwise. The mixture is stirred under ice-cooling for 30 minutes and then neutralized with sodium carbonate. The solution is added dropwise with stirring to a solution of cuprous cyanide and potassium cyanide which is previously prepared. The mixture is stirred under ice... Yields the product BrC=1C(=NC(=NC1)N)C(F)(F)F (5-Bromo-4-(trifluoromethyl)pyrimidin-2-amine). Reaction conditions: temperature 50 celsius, time 5 hour. Solvent: C(Cl)(Cl)Cl (chloroform). Starting materials: FC(C1=NC(=NC=C1)N)(F)F (4-(Trifluoromethyl)pyrimidin-2-ylamine), BrN1C(CCC1=O)=O (N-bromosuccinimide), C(Cl)Cl (methylene chloride), [OH-].[Na+] (sodium hydroxide). The yield is 73.9%. Procedure details: 4-(Trifluoromethyl)pyrimidin-2-ylamine (2 g, 12.3 mmol) was suspended in chloroform (70 ml) followed by the addition of N-bromosuccinimide (3.3 g, 18.4 mmol) and the resulting mixture was stirred at 50° C. for 5 hours and then at room temperature for 15 hours. A mixture of methylene chloride (50 ml) and 1 M sodium hydroxide (50 ml) was added, the resulting mixture was stirred, and then the organic layer was fractionated and dried over magnesium sulfate. The solvent was evaporated under reduced p... Reaction SMILES: [F:1][C:2]([F:11])([F:10])[C:3]1[CH:8]=[CH:7][N:6]=[C:5]([NH2:9])[N:4]=1.[Br:12]N1C(=O)CCC1=O.C(Cl)Cl.[OH-].[Na+]>C(Cl)(Cl)Cl>[Br:12][C:8]1[C:3]([C:2]([F:1])([F:10])[F:11])=[N:4][C:5]([NH2:9])=[N:6][CH:7]=1 |f:3.4|. Reactants: C(C1=CC=CC=C1)C=1OC(=C(N1)CC1=CC=CC=C1)OCC (2,4-dibenzyl-5-ethoxyoxazole), O1CC=CC1 (2,5-dihydrofuran). The product is C(C1=CC=CC=C1)C1=NC(=C(C2=C1COC2)O)CC2=CC=CC=C2 (4,6-dibenzyl-1,3-dihydro-furo[3,4-c]pyridin-7-ol). Isolated yield 37.0%. As a reaction SMILES: [CH2:1]([C:8]1O[C:10]([O:20]CC)=[C:11]([CH2:13][C:14]2[CH:19]=[CH:18][CH:17]=[CH:16][CH:15]=2)[N:12]=1)[C:2]1[CH:7]=[CH:6][CH:5]=[CH:4][CH:3]=1.[O:23]1[CH2:27][CH:26]=[CH:25][CH2:24]1>>[CH2:1]([C:8]1[C:25]2[CH2:24][O:23][CH2:27][C:26]=2[C:10]([OH:20])=[C:11]([CH2:13][C:14]2[CH:15]=[CH:16][CH:17]=[CH:18][CH:19]=2)[N:12]=1)[C:2]1[CH:3]=[CH:4][CH:5]=[CH:6][CH:7]=1. Reported procedure: 44 g (150 millimoles) of 2,4-dibenzyl-5-ethoxyoxazole and 210 g (3 moles) of 2,5-dihydrofuran are heated for 8 hours at 180° C. Excess 2,5-dihydrofuran is distilled off and the residue is digested in ether. The undissolved constituent is recrystallized from ethanol. 17.6 g of 4,6-dibenzyl-1,3-dihydro-furo[3,4-c]pyridin-7-ol are obtained; melting point 204°-205° C.